Task: describe an organic reaction: reactants, conditions, products, and yield. Dataset: the Open Reaction Database (ORD), a public repository of structured organic reaction records The reactants are CC1=NC(=CC=C1CO)C1=CC=C(C=C1)C(F)(F)F ([2-methyl-6-(4-trifluoromethyl-phenyl)-pyridin-3-yl]-methanol). The reagents and catalysts are O=[Mn]=O (MnO2). Solvent: C(Cl)Cl (CH2Cl2). Run at time 4 hour. Yields the product CC1=NC(=CC=C1C=O)C1=CC=C(C=C1)C(F)(F)F (2-Methyl-6-(4-trifluoromethyl-phenyl)-pyridine-3-carbaldehyde). As a reaction SMILES: [CH3:1][C:2]1[C:7]([CH2:8][OH:9])=[CH:6][CH:5]=[C:4]([C:10]2[CH:15]=[CH:14][C:13]([C:16]([F:19])([F:18])[F:17])=[CH:12][CH:11]=2)[N:3]=1>C(Cl)Cl.O=[Mn]=O>[CH3:1][C:2]1[C:7]([CH:8]=[O:9])=[CH:6][CH:5]=[C:4]([C:10]2[CH:15]=[CH:14][C:13]([C:16]([F:18])([F:17])[F:19])=[CH:12][CH:11]=2)[N:3]=1. Procedure details: 1.00 g (3.74 mmol) of the above prepared [2-methyl-6-(4-trifluoromethyl-phenyl)-pyridin-3-yl]-methanol was dissolved in 19 ml of CH2Cl2 and treated with 3.253 g (10 eq.) of MnO2. After vigorous stirring for 4 h at ambient temperature, the reaction mixture was filtered over Celite and carefully rinsed with CH2Cl2. Evaporation of the solvent left 0.920 g of the title compound, pure according to NMR and used as such for the next step. Starting materials: ClC=1C=C2C(=CNC2=CC1)C=O (5-chloro-3-formylindole), C(C)(=O)[O-].[NH4+] (ammonium acetate), [N+](=O)([O-])CC (nitroethane). The product is ClC=1C=C2C(=CNC2=CC1)C=C(C)[N+](=O)[O-] (5-chloro-3-(2-nitropropen-1-yl)indole). As a reaction SMILES: [Cl:1][C:2]1[CH:3]=[C:4]2[C:8](=[CH:9][CH:10]=1)[NH:7][CH:6]=[C:5]2[CH:11]=O.C([O-])(=O)C.[NH4+].[N+:18]([CH2:21][CH3:22])([O-:20])=[O:19]>>[Cl:1][C:2]1[CH:3]=[C:4]2[C:8](=[CH:9][CH:10]=1)[NH:7][CH:6]=[C:5]2[CH:11]=[C:21]([N+:18]([O-:20])=[O:19])[CH3:22] |f:1.2|. Procedure details: 12.9 g of 5-chloro-3-formylindole and 1.3 g of ammonium acetate are suspended in 26 ml of nitroethane and refluxed for 1 hour. After the whole of the reactants have dissolved a mass of orange crystals are seen to form. The reaction mixture is then cooled and filtered after dilution with di-isopropyl ether. The product is recrystallised from 96% ethyl alcohol. Reactants: [Li]CCCC, CCOCC, C1CCOC1, CCC(C)B(OC(C)C)OC(C)C, [Li]C#CCCCCl, C#CCCCCl, Cl. The product is CCC(C)B(C#CCCCCl)OC(C)C. Reaction SMILES: [CH2:14]([Li:15])[CH2:16][CH2:17][CH3:18].[CH2:33]([O:34][CH2:35][CH3:36])[CH3:37].[CH2:38]1[O:39][CH2:40][CH2:41][CH2:42]1.[CH:19]([CH3:20])([CH2:21][CH3:22])[B:23]([O:24][CH:25]([CH3:26])[CH3:27])[O:28][CH:29]([CH3:30])[CH3:31].[Cl:1][CH2:2][CH2:3][CH2:4][C:5]#[C:6][Li:7].[Cl:8][CH2:9][CH2:10][CH2:11][C:12]#[CH:13].[ClH:32]>>[Cl:1][CH2:2][CH2:3][CH2:4][C:5]#[C:6][B:23]([CH:19]([CH3:20])[CH2:21][CH3:22])[O:24][CH:25]([CH3:26])[CH3:27]. The reactants are C=C(CN(C)C)C1(O)CCCc2cc(OC)ncc21, N, O, O=S(=O)(O)O. Product: C=C(CN(C)C)C1=CCCc2cc(OC)ncc21. As a reaction SMILES: [CH3:1][N:2]([CH2:3][C:4](=[CH2:5])[C:6]1([OH:18])[CH2:7][CH2:8][CH2:9][c:10]2[cH:11][c:12]([O:16][CH3:17])[n:13][cH:14][c:15]21)[CH3:19].[NH3:25].[OH2:26].[S:20](=[O:21])(=[O:22])([OH:23])[OH:24]>>[CH3:1][N:2]([CH2:3][C:4](=[CH2:5])[C:6]1=[CH:7][CH2:8][CH2:9][c:10]2[cH:11][c:12]([O:16][CH3:17])[n:13][cH:14][c:15]21)[CH3:19]. The reactants are ClC1=CC=C(C=C1)N=C=O (4-chlorophenylisocyanate), N1(CCNCC1)S(=O)(=O)N[C@@H](C(=O)OC)C (methyl 2-(R)-[(piperazine-1-sulfonyl) amino]propionate). Procedure details: To a solution of 4-chlorophenylisocyanate (0.33 g, 2.14 mmol) in diethyl ether (30 ml) was added methyl 2-(R)[(piperazine-1-sulfonyl)amino]propionate (0.42 g, 1.8 mmol) [prepared as described in Step 1 above]. The reaction was stirred at RT for 2 h and filtered. The solid was washed with additional ether and the solid was collected to give methyl 2-(R)-{[4-(4-chlorophenylamino-carbonyl)piperazine-1-sulfonyl]amino}propionate (55%). This material was converted to N-hydroxy-2-(R)-{[4-(4-chloropheny... Conditions: time 2 hour. Run in C(C)OCC (diethyl ether). Isolated yield 55.0%. RXN SMILES: [Cl:1][C:2]1[CH:7]=[CH:6][C:5]([N:8]=[C:9]=[O:10])=[CH:4][CH:3]=1.[N:11]1([S:17]([NH:20][C@H:21]([CH3:26])[C:22]([O:24][CH3:25])=[O:23])(=[O:19])=[O:18])[CH2:16][CH2:15][NH:14][CH2:13][CH2:12]1>C(OCC)C>[Cl:1][C:2]1[CH:7]=[CH:6][C:5]([NH:8][C:9]([N:14]2[CH2:15][CH2:16][N:11]([S:17]([NH:20][C@H:21]([CH3:26])[C:22]([O:24][CH3:25])=[O:23])(=[O:19])=[O:18])[CH2:12][CH2:13]2)=[O:10])=[CH:4][CH:3]=1. The product is ClC1=CC=C(C=C1)NC(=O)N1CCN(CC1)S(=O)(=O)N[C@@H](C(=O)OC)C (methyl 2-(R)-{[4-(4-chlorophenylamino-carbonyl)piperazine-1-sulfonyl]amino}propionate). The reactants are C(=O)(Cl)Cl (phosgene), C(CCC)NC(=O)NS(=O)(=O)C1=CSC=C1C (N-butylaminocarbonyl-4-methyl-3-thiophenesulfonamide), 1,4-diaza-[2.2.2, C1(CCCCCCC1)C1CCCCCCC1 (bicyclooctane). Run in xylenes. Product: CC=1C(=CSC1)S(=O)(=O)N=C=O (4-Methyl-3-thiophenesulfonyl isocyanate). As a reaction SMILES: C(N[C:6]([NH:8][S:9]([C:12]1[C:16]([CH3:17])=[CH:15][S:14][CH:13]=1)(=[O:11])=[O:10])=[O:7])CCC.C1(C2CCCCCCC2)CCCCCCC1.C(Cl)(Cl)=O>>[CH3:17][C:16]1[C:12]([S:9]([N:8]=[C:6]=[O:7])(=[O:10])=[O:11])=[CH:13][S:14][CH:15]=1. Procedure details: A mixture of 18.8 g of N-butylaminocarbonyl-4-methyl-3-thiophenesulfonamide, 0.3 g of 1,4-diaza-[2.2.2.]bicyclooctane and 100 ml of dry xylenes was heated to reflux (136° C.) and 7.4 g of phosgene was then added at a rate to maintain the temperature at above 125°. The mixture was refluxed for three and one half hours after the addition was completed. It was then cooled, filtered and concentrated in vacuo to yield a dark oil, (15 g) which showed absorption in the infrared spectrum at 2250 cm-1. T... Starting materials: N1(C=NC=C1)C1=CC=C(C=C1)NC(OCC(Cl)(Cl)Cl)=O (2,2,2-trichloroethyl [4-(1H-imidazol-1-yl)phenyl]carbamate), C1(=CC=CC=C1)C1=NSC(=N1)N1CCNCC1 (1-(3-phenyl-1,2,4-thiadiazol-5-yl)piperazine), C(C)(C)N(CC)C(C)C (diisopropylethylamine), CS(=O)C (dimethylsulfoxide). Run in O (water). Product: N1(C=NC=C1)C1=CC=C(C=C1)NC(=O)N1CCN(CC1)C1=NC(=NS1)C1=CC=CC=C1 (N-[4-(1H-Imidazol-1-yl)phenyl]-4-(3-phenyl-1,2,4-thiadiazol-5-yl)piperazine-1-carboxamide). Reaction SMILES: [N:1]1([C:6]2[CH:11]=[CH:10][C:9]([NH:12][C:13](=[O:20])OCC(Cl)(Cl)Cl)=[CH:8][CH:7]=2)[CH:5]=[CH:4][N:3]=[CH:2]1.[C:21]1([C:27]2[N:31]=[C:30]([N:32]3[CH2:37][CH2:36][NH:35][CH2:34][CH2:33]3)[S:29][N:28]=2)[CH:26]=[CH:25][CH:24]=[CH:23][CH:22]=1.C(N(C(C)C)CC)(C)C.CS(C)=O>O>[N:1]1([C:6]2[CH:7]=[CH:8][C:9]([NH:12][C:13]([N:35]3[CH2:36][CH2:37][N:32]([C:30]4[S:29][N:28]=[C:27]([C:21]5[CH:26]=[CH:25][CH:24]=[CH:23][CH:22]=5)[N:31]=4)[CH2:33][CH2:34]3)=[O:20])=[CH:10][CH:11]=2)[CH:5]=[CH:4][N:3]=[CH:2]1. Procedure: A solution of 2,2,2-trichloroethyl [4-(1H-imidazol-1-yl)phenyl]carbamate (200 mg, 0.598 mmol), 1-(3-phenyl-1,2,4-thiadiazol-5-yl)piperazine (147 mg, 0.598 mmol), diisopropylethylamine (0.104 ml, 0.598 mmol) and dimethylsulfoxide (4 ml) was stirred at 70° C. for 12 hours, the reaction mixture was poured into water and the mixture was extracted with ethyl acetate. The extract was washed with water and dried over anhydrous magnesium sulfate. The solvent was distilled off under reduced pressure. The... The reactants are Brc1ccc(C2CO2)cc1, CC(C)OC(C)C, CC(N)c1ccccc1. The product is CC(NCC(O)c1ccc(Br)cc1)c1ccccc1. As a reaction SMILES: [Br:1][c:2]1[cH:3][cH:4][c:5]([CH:8]2[O:9][CH2:10]2)[cH:6][cH:7]1.[CH:20]([O:21][CH:22]([CH3:23])[CH3:24])([CH3:25])[CH3:26].[c:11]1([CH:17]([CH3:18])[NH2:19])[cH:12][cH:13][cH:14][cH:15][cH:16]1>>[Br:1][c:2]1[cH:3][cH:4][c:5]([CH:8]([OH:9])[CH2:10][NH:19][CH:17]([c:11]2[cH:12][cH:13][cH:14][cH:15][cH:16]2)[CH3:18])[cH:6][cH:7]1. Reaction SMILES: [Br:1][C:2]1[CH:8]=[C:7]([CH:9]([CH3:11])[CH3:10])[CH:6]=[CH:5][C:3]=1[NH2:4].Cl[C:13]1[N:18]=[C:17]([CH3:19])[CH:16]=[C:15]([C:20]2[S:21][CH:22]=[CH:23][CH:24]=2)[N:14]=1>C(O)CO.C(OCC)(=O)C>[Br:1][C:2]1[CH:8]=[C:7]([CH:9]([CH3:11])[CH3:10])[CH:6]=[CH:5][C:3]=1[NH:4][C:13]1[N:18]=[C:17]([CH3:19])[CH:16]=[C:15]([C:20]2[S:21][CH:22]=[CH:23][CH:24]=2)[N:14]=1. Isolated yield 25.8%. Yields the product BrC1=C(C=CC(=C1)C(C)C)NC1=NC(=CC(=N1)C)C=1SC=CC1 (N-(2-bromo-4-isopropylphenyl)-4-methyl-6-(2-thienyl)-2-pyrimidinamine). Procedure details: Part C; 2-Bromo-4-(1-methylethyl)aniline (0.26 g) and 2-chloro-4-methyl-6-(2-thienyl)pyrimidine (0.21 g) in ethylene glycol were heated at reflux for 24 hours. The reaction mixture was diluted with ethyl acetate, washed with aq. sodium hydroxide solution (10% , 3×100 mL) and the organic phase was dried. Solvent removal gave a crude brown oil, which was purified on silica gel using 20% ethyl acetate in hexanes (Rf 0.5) as eluent to provide N-(2-bromo-4-isopropylphenyl)-4-methyl-6-(2-thienyl)-2-py... The solvent is C(CO)O (ethylene glycol), C(C)(=O)OCC (ethyl acetate). Reactants: BrC1=C(N)C=CC(=C1)C(C)C (2-Bromo-4-(1-methylethyl)aniline), ClC1=NC(=CC(=N1)C)C=1SC=CC1 (2-chloro-4-methyl-6-(2-thienyl)pyrimidine).